This data is from the Open Reaction Database (ORD), a public repository of structured organic reaction records. The task is: describe an organic reaction: reactants, conditions, products, and yield The reactants are CC(C)(C)OC(=O)Nc1ccc(C=CCCn2ccnn2)cc1, CN(C)C=O, O=S(c1ccc(C=Cc2nc(CCl)co2)cc1)C(F)(F)F, [H-], [Na+]. The product is CC(C)(C)OC(=O)N(Cc1coc(C=Cc2ccc(S(=O)C(F)(F)F)cc2)n1)c1ccc(C=CCCn2ccnn2)cc1. RXN SMILES: [C:1]([CH3:2])([CH3:3])([CH3:4])[O:5][C:6]([NH:7][c:8]1[cH:9][cH:10][c:11]([CH:14]=[CH:15][CH2:16][CH2:17][n:18]2[n:19][n:20][cH:21][cH:22]2)[cH:12][cH:13]1)=[O:23].[CH:47]([N:48]([CH3:49])[CH3:50])=[O:51].[Cl:26][CH2:27][c:28]1[n:29][c:30]([CH:33]=[CH:34][c:35]2[cH:36][cH:37][c:38]([S:41](=[O:42])[C:43]([F:44])([F:45])[F:46])[cH:39][cH:40]2)[o:31][cH:32]1.[H-:24].[Na+:25]>>[C:1]([CH3:2])([CH3:3])([CH3:4])[O:5][C:6]([N:7]([c:8]1[cH:9][cH:10][c:11]([CH:14]=[CH:15][CH2:16][CH2:17][n:18]2[n:19][n:20][cH:21][cH:22]2)[cH:12][cH:13]1)[CH2:27][c:28]1[n:29][c:30]([CH:33]=[CH:34][c:35]2[cH:36][cH:37][c:38]([S:41](=[O:42])[C:43]([F:44])([F:45])[F:46])[cH:39][cH:40]2)[o:31][cH:32]1)=[O:23]. Reactants: ClC1=C(C=CC=C1NC(C)C)C=1OC2=C(C(=CC(=C2C(C1)=O)OC)OC)[C@H]1[C@@H](N(CC1)C)CO ((+)-trans-2-(2-Chloro-3-isopropylamino-phenyl)-8-(2-hydroxymethyl-1-methyl-pyrrolidin-3-yl)-5,7-dimethoxy-chromen-4-one), Cl.N1=CC=CC=C1 (pyridine hydrochloride), C(=O)([O-])[O-].[Na+].[Na+] (Na2CO3). The solvent is CO (methanol). Yields the product ClC1=C(C=CC=C1NC(C)C)C=1OC2=C(C(=CC(=C2C(C1)=O)O)O)[C@H]1[C@@H](N(CC1)C)CO ((+)-trans-2-(2-Chloro-3-isopropylamino-phenyl)-5,7-dihydroxy-8-(2-hydroxy methyl-1-methyl-pyrrolidin-3-yl)-chromen-4-one). Reaction SMILES: [Cl:1][C:2]1[C:7]([NH:8][CH:9]([CH3:11])[CH3:10])=[CH:6][CH:5]=[CH:4][C:3]=1[C:12]1[O:13][C:14]2[C:19]([C:20](=[O:22])[CH:21]=1)=[C:18]([O:23]C)[CH:17]=[C:16]([O:25]C)[C:15]=2[C@@H:27]1[CH2:31][CH2:30][N:29]([CH3:32])[C@H:28]1[CH2:33][OH:34].Cl.N1C=CC=CC=1.C([O-])([O-])=O.[Na+].[Na+]>CO>[Cl:1][C:2]1[C:7]([NH:8][CH:9]([CH3:11])[CH3:10])=[CH:6][CH:5]=[CH:4][C:3]=1[C:12]1[O:13][C:14]2[C:19]([C:20](=[O:22])[CH:21]=1)=[C:18]([OH:23])[CH:17]=[C:16]([OH:25])[C:15]=2[C@@H:27]1[CH2:31][CH2:30][N:29]([CH3:32])[C@H:28]1[CH2:33][OH:34] |f:1.2,3.4.5|. Reported procedure: A mixture of example 64 (0.900 g, 1.98 mmol) and pyridine hydrochloride (2.0 g, 17.30 mmol) was heated at 180° C. for a period of 2.5 hours. The reaction mixture was diluted with methanol (60 mL) and basified with solid Na2CO3 to pH 10. The reaction mixture was filtered, and washed with methanol. The organic layer was concentrated and the residue purified by column chromatography using 0.01% ammonia and 4.5% methanol in chloroform as eluent to afford the title compound. The reactants are [Li]CCCC, CCOCC, COc1ccccc1Br. Yields the product [Li]c1ccccc1OC. Reaction SMILES: [CH3:10][CH2:11][CH2:12][CH2:13][Li:14].[CH3:15][CH2:16][O:17][CH2:18][CH3:19].[CH3:1][O:2][c:3]1[c:4]([Br:9])[cH:5][cH:6][cH:7][cH:8]1>>[CH3:1][O:2][c:3]1[c:4]([Li:14])[cH:5][cH:6][cH:7][cH:8]1. The reactants are N1[C@H](C(=O)O)CCC1 (L-proline), CN(CC#C)C (1-dimethylamino-2-propyne), [Na].O=C1C(O)=C([O-])[C@H](O1)[C@@H](O)CO ((+)-sodium L-ascorbate), [N-]=[N+]=[N-].[Na+] (NaN3), N1=C(C=CC=C1)C=1N=NN(C1)C1=CC=C(C=C1)NC=1C=2N(C(=CN1)C1=CC=C(C(=O)N)C=C1)C=CN2 (4-{8-[4-(4-Pyridin-2-yl-[1,2,3]triazol-1-yl)-phenylamino]-imidazo[1,2-a]pyrazin-5-yl}-benzamide), IC1=CC=C(C=C1)[N+](=O)[O-] (1-iodo-4-nitrobenzene), C(=O)([O-])[O-].[Na+].[Na+] (Na2CO3). The reagents and catalysts are O.O.O.O.O.S(=O)(=O)([O-])[O-].[Cu+2] (copper(II) sulphate pentahydrate). Run in CS(=O)C.O (DMSO water). Product: N (NH3), CN(CC=1N=NN(C1)C1=CC=C(C=C1)[N+](=O)[O-])C (Dimethyl-[1-(4-nitro-phenyl)-1H-[1,2,3]triazol-4-ylmethyl]-amine). Isolated yield 36.0%. Reaction SMILES: [N:1]1C=CC=CC=1C1[N:8]=[N:9][N:10](C2C=CC(NC3C4N(C=CN=4)C(C4C=CC(C(N)=O)=CC=4)=CN=3)=CC=2)C=1.I[C:38]1[CH:43]=[CH:42][C:41]([N+:44]([O-:46])=[O:45])=[CH:40][CH:39]=1.[CH3:47][N:48]([CH3:52])[CH2:49][C:50]#[CH:51].N1CCC[C@H]1C(O)=O.C([O-])([O-])=O.[Na+].[Na+].[N-]=[N+]=[N-].[Na+].[Na].O=C1O[C@H]([C@H](CO)O)C([O-])=C1O>O.O.O.O.O.S([O-])([O-])(=O)=O.[Cu+2].CS(C)=O.O>[NH3:1].[CH3:47][N:48]([CH3:52])[CH2:49][C:50]1[N:8]=[N:9][N:10]([C:38]2[CH:43]=[CH:42][C:41]([N+:44]([O-:46])=[O:45])=[CH:40][CH:39]=2)[CH:51]=1 |f:4.5.6,7.8,9.10,11.12.13.14.15.16.17,18.19,^1:70|. Procedure: In the same way as described for Compound 154, step 1 using 1-iodo-4-nitrobenzene (0.498 g, 2.0 mmol), 1-dimethylamino-2-propyne (0.216 mL, 2.00 mmol), L-proline (46.1 mg, 0.40 mmol), Na2CO3 (42.4 mg, 0.40), NaN3 (0.156 g, 2.40 mmol), (+)-sodium-L-ascorbate (39.7 mg, 0.20 mmol), copper(II) sulphate pentahydrate (16.0 mg, 0.10 mmol) in 9:1 DMSO-water (4 mL). The residue is purified on Isolute FlashSilicaII cartridge eluting with 97:3 DCM:NH3 (7M in MeOH), to afford the title compound as a brown s... Starting materials: C(C1=CC=CC=C1)[Si](CCO)(C)C (β-(benzyldimethylsilyl)ethanol), C1(C=2C(C(N1)=O)=CC=CC2)=O (phthalimide), CCOC(=O)/N=N/C(=O)OCC (diethylazodicarboxylate), C1(=CC=CC=C1)P(C1=CC=CC=C1)C1=CC=CC=C1 (triphenylphosphine). Solvent: O1CCCC1 (tetrahydrofuran). Run at time 18 hour. Yields the product hexane diethyl ether-80, C(C1=CC=CC=C1)[Si](CCN1C(C=2C(C1=O)=CC=CC2)=O)(C)C (N[β-(Benzyldimethylsilyl)ethyl]phthalimide). The yield is 67.1%. RXN SMILES: [CH2:1]([Si:8]([CH3:13])([CH3:12])[CH2:9][CH2:10]O)[C:2]1[CH:7]=[CH:6][CH:5]=[CH:4][CH:3]=1.[C:14]1(=[O:24])[NH:18][C:17](=[O:19])[C:16]2=[CH:20][CH:21]=[CH:22][CH:23]=[C:15]12.CCOC(/N=N/C(OCC)=O)=O.C1(P(C2C=CC=CC=2)C2C=CC=CC=2)C=CC=CC=1>O1CCCC1>[CH2:1]([Si:8]([CH3:13])([CH3:12])[CH2:9][CH2:10][N:18]1[C:17](=[O:19])[C:16]2=[CH:20][CH:21]=[CH:22][CH:23]=[C:15]2[C:14]1=[O:24])[C:2]1[CH:7]=[CH:6][CH:5]=[CH:4][CH:3]=1. Procedure details: A mixture of β-(benzyldimethylsilyl)ethanol (0.84 g, 4.33 mmol), phthalimide (0.66 g, 4.5 mmol), diethylazodicarboxylate (0.783 g, 4.5 mmol) and triphenylphosphine (1.18 g, 4.5 mmol) in anhydrous tetrahydrofuran (80 ml) is stirred, under nitrogen, at room temperature for 18 hours. The solvent is removed in vacuo. The residue is taken off in toluene and the insoluble material is filtered off. The filtrate is evaporated to dryness. The residue is taken off in diethyl ether and the insoluble materi... The reactants are Cc1cc(C(C)(C)C)c(O)c(C(C)(C)C)c1, CCCCC([Sn])=C(CCCC)CCCC, CCOC(C)=O, Cc1ccccc1, [F-], [K+], Nc1cccc2cncc(Br)c12, c1ccc(P(c2ccccc2)(c2ccccc2)[Pd](P(c2ccccc2)(c2ccccc2)c2ccccc2)(P(c2ccccc2)(c2ccccc2)c2ccccc2)P(c2ccccc2)(c2ccccc2)c2ccccc2)cc1. Product: C=Cc1cncc2cccc(N)c12. Reaction SMILES: [C:28]([c:29]1[c:30]([OH:31])[c:32]([C:33]([CH3:34])([CH3:35])[CH3:36])[cH:37][c:38]([CH3:39])[cH:40]1)([CH3:41])([CH3:42])[CH3:43].[CH2:13]([CH2:14][CH2:26][CH3:27])[C:15]([Sn:16])=[C:17]([CH2:18][CH2:19][CH2:20][CH3:21])[CH2:22][CH2:23][CH2:24][CH3:25].[CH3:130][CH2:131][O:132][C:133](=[O:134])[CH3:135].[CH3:46][c:47]1[cH:48][cH:49][cH:50][cH:51][cH:52]1.[F-:44].[K+:45].[NH2:1][c:2]1[c:3]2[c:4]([Br:12])[cH:5][n:6][cH:7][c:8]2[cH:9][cH:10][cH:11]1.[cH:53]1[cH:54][cH:55][c:56]([P:57]([Pd:58]([P:59]([c:60]2[cH:61][cH:62][cH:63][cH:64][cH:65]2)([c:66]2[cH:67][cH:68][cH:69][cH:70][cH:71]2)[c:72]2[cH:73][cH:74][cH:75][cH:76][cH:77]2)([P:78]([c:79]2[cH:80][cH:81][cH:82][cH:83][cH:84]2)([c:85]2[cH:86][cH:87][cH:88][cH:89][cH:90]2)[c:91]2[cH:92][cH:93][cH:94][cH:95][cH:96]2)[P:97]([c:98]2[cH:99][cH:100][cH:101][cH:102][cH:103]2)([c:104]2[cH:105][cH:106][cH:107][cH:108][cH:109]2)[c:110]2[cH:111][cH:112][cH:113][cH:114][cH:115]2)([c:116]2[cH:117][cH:118][cH:119][cH:120][cH:121]2)[c:122]2[cH:123][cH:124][cH:125][cH:126][cH:127]2)[cH:128][cH:129]1>>[NH2:1][c:2]1[c:3]2[c:4]([CH:13]=[CH2:14])[cH:5][n:6][cH:7][c:8]2[cH:9][cH:10][cH:11]1. The reactants are 18h, FC(C=1C=C(C=C(C1)C(F)(F)F)CO[C@@H]1[C@@H](N(C(CC1)=O)CC1=CC=C(C=C1)OC)C1=CC=CC=C1)(F)F (cis-3-((3,5-Bis(trifluoromethyl)phenyl)methyloxy)-6-keto-1-(4-methoxybenzyl)-2-phenyl piperidine), O (water), [N+](=O)([O-])[O-].[NH4+].[Ce] (cerium ammonium nitrate), O (water). Run in C(C)#N (acetonitrile). Yields the product FC(C=1C=C(C=C(C1)C(F)(F)F)CO[C@@H]1[C@@H](NC(CC1)=O)C1=CC=CC=C1)(F)F (cis-3-((3,5-bis(trifluoromethyl)phenyl)methyloxy)-6-keto-2-phenyl piperidine). RXN SMILES: [F:1][C:2]([F:38])([F:37])[C:3]1[CH:4]=[C:5]([CH2:13][O:14][C@H:15]2[CH2:20][CH2:19][C:18](=[O:21])[N:17](CC3C=CC(OC)=CC=3)[C@H:16]2[C:31]2[CH:36]=[CH:35][CH:34]=[CH:33][CH:32]=2)[CH:6]=[C:7]([C:9]([F:12])([F:11])[F:10])[CH:8]=1.O.[N+]([O-])([O-])=O.[NH4+].[Ce]>C(#N)C>[F:11][C:9]([F:10])([F:12])[C:7]1[CH:6]=[C:5]([CH2:13][O:14][C@H:15]2[CH2:20][CH2:19][C:18](=[O:21])[NH:17][C@H:16]2[C:31]2[CH:36]=[CH:35][CH:34]=[CH:33][CH:32]=2)[CH:4]=[C:3]([C:2]([F:1])([F:37])[F:38])[CH:8]=1 |f:2.3.4|. Procedure: cis-3-((3,5-Bis(trifluoromethyl)phenyl)methyloxy)-6-keto-1-(4-methoxybenzyl)-2-phenyl piperidine (0.17 g, Example 27) was dissolved in acetonitrile (3 ml) and water (1 ml) then cooled to 0° C. and cerium ammonium nitrate (173 mg) was added. The mixture was stirred at 23° C. for 18h, then poured into water (10 ml) and extracted with ethyl acetate (3×15 ml). The combined organic extracts were washed with brine (1×10 ml) then dried (MgSO4) and concentrated to leave a pale yellow oil. Purification o...